This data is from the Open Reaction Database (ORD), a public repository of structured organic reaction records. The task is: describe an organic reaction: reactants, conditions, products, and yield Starting materials: FC(C(CC(C)(C1=CC(=CC=2CCOC21)C=2C=NC=NC2)C)=O)(F)F (1,1,1-trifluoro-4-methyl-4-(5-pyrimidin-5-yl-2,3-dihydrobenzofuran-7-yl)pentan-2-one), C[S+](=O)(C)C (trimethylsulfoxonium), [H-].[Na+] (NaH), [I-].C[S+](=O)(C)C (trimethylsulfoxonium iodide). The solvent is O (water), CS(=O)C.C1CCOC1 (DMSO THF), CS(=O)C (DMSO). Conditions: time 2 hour. Yields the product CC(CC1(OC1)C(F)(F)F)(C)C1=CC(=CC=2CCOC21)C=2C=NC=NC2 (5-{7-[1,1-Dimethyl-2-(2-trifluoromethyloxiranyl)ethyl]-2,3-dihydrobenzofuran-5-yl}pyrimidine). The yield is 99.0%. RXN SMILES: [F:1][C:2]([F:25])([F:24])[C:3](=[O:23])[CH2:4][C:5]([CH3:22])([C:7]1[C:15]2[O:14][CH2:13][CH2:12][C:11]=2[CH:10]=[C:9]([C:16]2[CH:17]=[N:18][CH:19]=[N:20][CH:21]=2)[CH:8]=1)[CH3:6].[CH3:26][S+](C)(C)=O.[H-].[Na+].[I-].C[S+](C)(C)=O>CS(C)=O.C1COCC1.CS(C)=O.O>[CH3:6][C:5]([C:7]1[C:15]2[O:14][CH2:13][CH2:12][C:11]=2[CH:10]=[C:9]([C:16]2[CH:21]=[N:20][CH:19]=[N:18][CH:17]=2)[CH:8]=1)([CH3:22])[CH2:4][C:3]1([C:2]([F:24])([F:1])[F:25])[CH2:26][O:23]1 |f:2.3,4.5,6.7|. Reported procedure: To a solution of 1,1,1-trifluoro-4-methyl-4-(5-pyrimidin-5-yl-2,3-dihydrobenzofuran-7-yl)pentan-2-one (620 mg, 1.8 mmol) in 5 mL of anhydrous DMSO-THF (1:1) was added 2.64 mL of a trimethylsulfoxonium ylide solution (stock solution prepared by reaction of NaH (242 mg, 60% dispersion in mineral oil) with trimethylsulfoxonium iodide (1.33 g, 6.0 mmol) in 7.50 mL of anhydrous DMSO for 30 minutes) dropwise over 5 minutes. After stirring for 2 hour at room temperature, the reaction mixture was poured... The reactants are CC1(OC(C(C1)O)(CC)COCC1=CC=CC=C1)C (2,2-Dimethyl-4-hydroxy-5-benzyloxymethyl-5-ethyl oxolane), [Cr](=O)(=O)([O-])Cl.[NH+]1=CC=CC=C1 (pyridinium chlorochromate). The solvent is C(Cl)Cl (methylene chloride). Product: CC1(OC(C(C1)=O)(CC)COCC1=CC=CC=C1)C (2,2-Dimethyl-4-oxo-5-benzyloxymethyl-5-ethyl oxolane). Isolated yield 73.1%. As a reaction SMILES: [CH3:1][C:2]1([CH3:19])[CH2:6][CH:5]([OH:7])[C:4]([CH2:10][O:11][CH2:12][C:13]2[CH:18]=[CH:17][CH:16]=[CH:15][CH:14]=2)([CH2:8][CH3:9])[O:3]1.[Cr](Cl)([O-])(=O)=O.[NH+]1C=CC=CC=1>C(Cl)Cl>[CH3:19][C:2]1([CH3:1])[CH2:6][C:5](=[O:7])[C:4]([CH2:10][O:11][CH2:12][C:13]2[CH:18]=[CH:17][CH:16]=[CH:15][CH:14]=2)([CH2:8][CH3:9])[O:3]1 |f:1.2|. Procedure details: The compound of Example 26 (1.2 g), methylene chloride (10 ml) and pyridinium chlorochromate (1.08 g) were stirred together for 24 hours at ambient temperature. The resulting solution was filtered through a column of Fluorosil (Trade Mark) using methylene chloride as eluant. Evaporation of the solvent gave 0.87 g (73.7%) of the desired product.